Dataset: the Open Reaction Database (ORD), a public repository of structured organic reaction records. Task: describe an organic reaction: reactants, conditions, products, and yield Starting materials: ClC1=C(C=C(C(=C1)F)F)[N+](=O)[O-] (2-chloro-4,5-difluoronitrobenzene), C(C)NCC (diethylamine). The solvent is C1(=CC=CC=C1)C (toluene). Conditions: time 1 hour. Product: ClC1=C(C=C(C(=C1)N(CC)CC)F)[N+](=O)[O-] (2-chloro-4-diethylamino-5-fluoronitrobenzene). The yield is 88.0%. RXN SMILES: [Cl:1][C:2]1[CH:7]=[C:6](F)[C:5]([F:9])=[CH:4][C:3]=1[N+:10]([O-:12])=[O:11].[CH2:13]([NH:15][CH2:16][CH3:17])[CH3:14]>C1(C)C=CC=CC=1>[Cl:1][C:2]1[CH:7]=[C:6]([N:15]([CH2:16][CH3:17])[CH2:13][CH3:14])[C:5]([F:9])=[CH:4][C:3]=1[N+:10]([O-:12])=[O:11]. Procedure: A solution of 4.8 g (25 mmol) of 2-chloro-4,5-difluoronitrobenzene in 14.4 g of toluene are introduced into a 100 ml three-necked flask fitted with dropping funnel, precision-ground glass stirrer and reflux condenser. 5.7 g (78 mmol) of diethylamine are added dropwise to this solution at room temperature and with stirring over the course of 1 hour. The mixture is then stirred at room temperature for a further 2 hours. The reaction solution formed in the reaction is washed three times with 35 ml ... The reactants are FC(S(=O)(=O)OC1=CC(OC2=CC(=CC=C12)C)=O)(F)F (7-Methylcoumarin-4-yl trifluoromethanesulfonate), BrC1=COC=C1 (3-bromofuran), [Li]CCCC (n-BuLi), CCCCCC (hexane), B(OC)(OC)OC ((MeO)3B). Reagents/catalysts: C=1C=CC(=CC1)[P](C=2C=CC=CC2)(C=3C=CC=CC3)[Pd]([P](C=4C=CC=CC4)(C=5C=CC=CC5)C=6C=CC=CC6)([P](C=7C=CC=CC7)(C=8C=CC=CC8)C=9C=CC=CC9)[P](C=1C=CC=CC1)(C=1C=CC=CC1)C=1C=CC=CC1 ((PPh3)4Pd). Solvent: C1CCOC1 (THF), O (H2O), CCOCC (Et2O). Conditions: temperature 65 celsius, time 20 minute. The product is O1C=C(C=C1)C1=CC(OC2=CC(=CC=C12)C)=O (4-(3-furyl)-7-methylcoumarin). Yield: 75.7%. RXN SMILES: Br[C:2]1[CH:6]=[CH:5][O:4][CH:3]=1.[Li]CCCC.CCCCCC.B(OC)(OC)OC.FC(F)(F)S(O[C:31]1[C:40]2[C:35](=[CH:36][C:37]([CH3:41])=[CH:38][CH:39]=2)[O:34][C:33](=[O:42])[CH:32]=1)(=O)=O>CCOCC.C1COCC1.O.C1C=CC([P]([Pd]([P](C2C=CC=CC=2)(C2C=CC=CC=2)C2C=CC=CC=2)([P](C2C=CC=CC=2)(C2C=CC=CC=2)C2C=CC=CC=2)[P](C2C=CC=CC=2)(C2C=CC=CC=2)C2C=CC=CC=2)(C2C=CC=CC=2)C2C=CC=CC=2)=CC=1>[O:4]1[CH:5]=[CH:6][C:2]([C:31]2[C:40]3[C:35](=[CH:36][C:37]([CH3:41])=[CH:38][CH:39]=3)[O:34][C:33](=[O:42])[CH:32]=2)=[CH:3]1 |^1:59,61,80,99|. Reported procedure: To a solution of 3-bromofuran (2.3 g, 16.1 mmol) in dry Et2O (146 ml) was added at -78° C. n-BuLi in hexane (6.42 ml, 16.1 mmol, 2.5M). The resulting solution was stirred for 20 min, then (MeO)3B (1.82 ml, 16.1 mmol) was added dropwise and after 20 min., a mixture of the triflate from Step 1 (4.50 g, 14.6 mmol) and (PPh3)4Pd (1.69 g, 1.46 mmol) in THF (60 ml) and H2O (10 ml) was added. The cooling bath was removed and the resulting mixture was heated to 65° C. for 1.75 h. The solvent was evapora... Starting materials: BrC=1C(=NC(=CC1)C)Cl (3-bromo-2-chloro-6-methylpyridine), O1CC(C1)=O (oxetan-3-one). Product: ClC1=NC(=CC=C1C1(COC1)O)C (3-(2-Chloro-6-methylpyridin-3-yl)oxetan-3-ol). The yield is 70.8%. Reaction SMILES: Br[C:2]1[C:3]([Cl:9])=[N:4][C:5]([CH3:8])=[CH:6][CH:7]=1.[O:10]1[CH2:13][C:12](=[O:14])[CH2:11]1>>[Cl:9][C:3]1[C:2]([C:12]2([OH:14])[CH2:13][O:10][CH2:11]2)=[CH:7][CH:6]=[C:5]([CH3:8])[N:4]=1. Procedure: In analogy to the procedure described in Example 130 a), 3-bromo-2-chloro-6-methylpyridine (CAN 185017-72-5, 5 g, 24.2 mmol) was reacted with oxetan-3-one (CAN 6704-31-0, 1.75 g, 1.42 mL, 24.2 mmol) to give the title compound (3.42 g, 71%) as off-white solid, MS (ESI): m/e=200.5 [MH+].